This data is from the Open Reaction Database (ORD), a public repository of structured organic reaction records. The task is: describe an organic reaction: reactants, conditions, products, and yield The reactants are CCO, CC1=CCCCCCCC(=O)OCCCCC1. The product is CC1CCCCCCCC(=O)OCCCCC1. Reaction SMILES: [CH3:18][CH2:19][OH:20].[CH3:1][C:2]1=[CH:3][CH2:4][CH2:5][CH2:6][CH2:7][CH2:8][CH2:9][C:10](=[O:17])[O:11][CH2:12][CH2:13][CH2:14][CH2:15][CH2:16]1>>[CH3:1][CH:2]1[CH2:3][CH2:4][CH2:5][CH2:6][CH2:7][CH2:8][CH2:9][C:10](=[O:17])[O:11][CH2:12][CH2:13][CH2:14][CH2:15][CH2:16]1. The reactants are CS(=O)(=O)OCC#CC (2-Butynyl methanesulfonate), C(C1=CC=CC=C1)=O (benzaldehyde), N (ammonia). The solvent is C1(=CC=CC=C1)C (toluene). Run at time 6 hour. The product is C(C1=CC=CC=C1)=NCC#CC (N-benzylidene-2-butynylamine). Isolated yield 65.9%. RXN SMILES: CS(O[CH2:6][C:7]#[C:8][CH3:9])(=O)=O.[CH:10](=O)[C:11]1[CH:16]=[CH:15][CH:14]=[CH:13][CH:12]=1.[NH3:18]>C1(C)C=CC=CC=1>[CH:10](=[N:18][CH2:6][C:7]#[C:8][CH3:9])[C:11]1[CH:16]=[CH:15][CH:14]=[CH:13][CH:12]=1. Reported procedure: 2-Butynyl methanesulfonate (18.7 g, 126 mol) and benzaldehyde (17.8 g, 168 mmol) were dissolved in 64 g of toluene and an aqueous 28% ammonia solution (68.1 g, 1.12 mol) was added dropwise at 23° C. over 3.5 hours to the solution, followed by stirring at the same temperature for 6 hours. After separating, the resulting organic phase was washed with water and concentrated to obtain 24.3 g of a crude product containing 17.4 g (yield: 88%) of N-benzylidene-2-butynylamine. To obtain 10.6 g (purity: ... The reactants are FC1=CC=C(C=C1)[N+](=O)[O-] (1-fluoro-4-nitro-benzene), N1CCOCC1 (morpholine), C(=O)([O-])[O-].[K+].[K+] (K2CO3). Run in CS(=O)C (DMSO). Product: [N+](=O)([O-])C1=CC=C(C=C1)N1CCOCC1 (4-(4-nitro-phenyl)-morpholine). Isolated yield 66.5%. Reaction SMILES: F[C:2]1[CH:7]=[CH:6][C:5]([N+:8]([O-:10])=[O:9])=[CH:4][CH:3]=1.[NH:11]1[CH2:16][CH2:15][O:14][CH2:13][CH2:12]1.C([O-])([O-])=O.[K+].[K+]>CS(C)=O>[N+:8]([C:5]1[CH:6]=[CH:7][C:2]([N:11]2[CH2:16][CH2:15][O:14][CH2:13][CH2:12]2)=[CH:3][CH:4]=1)([O-:10])=[O:9] |f:2.3.4|. Reported procedure: A mixture of 1-fluoro-4-nitro-benzene (500 mg, 3.54 mmol), morpholine (620 mg, 7.08 mmol) and K2CO3 (733 mg, 5.3 mmol) in DMSO (5 mL) was irradiated in a microwave (160 W) for 30 seconds (3×10 seconds). The reaction mixture was cooled to room temperature and poured onto ice. The resulting precipitated was filtered to afford 490 mg (66%) of 4-(4-nitro-phenyl)-morpholine. 1H NMR: (DMSO-d6): δ 8.1 (m, 2H), 7.1 (m, 2H), 3.42 (t, 4H), 3.4 (t, 4H). Reactants: C(#N)C=1C=CC2=C(C=C(O2)C(=O)O)C1 (5-cyano-2-benzofurancarboxylic acid), C(C)O (Ethanol), Cl (hydrogen chloride), C(C1=CC=CC=C1)N (Benzylamine). Run at time 16 hour. Yields the product Cl.C(C1=CC=CC=C1)NC(=N)C=1C=CC2=C(C=C(O2)C(=O)OCC)C1 (ethyl 5-benzylamidino-2-benzofurancarboxylate hydrochloride). Yield: 30.0%. As a reaction SMILES: [C:1]([C:3]1[CH:4]=[CH:5][C:6]2[O:10][C:9]([C:11]([OH:13])=[O:12])=[CH:8][C:7]=2[CH:14]=1)#[N:2].[ClH:15].[CH2:16]([NH2:23])[C:17]1[CH:22]=[CH:21][CH:20]=[CH:19][CH:18]=1.[CH2:24](O)[CH3:25]>>[ClH:15].[CH2:16]([NH:23][C:1]([C:3]1[CH:4]=[CH:5][C:6]2[O:10][C:9]([C:11]([O:13][CH2:24][CH3:25])=[O:12])=[CH:8][C:7]=2[CH:14]=1)=[NH:2])[C:17]1[CH:22]=[CH:21][CH:20]=[CH:19][CH:18]=1 |f:4.5|. Procedure: Ethanol (30 ml) was added to 5-cyano-2-benzofurancarboxylic acid (689 mg, 3.68 mmol) and a hydrogen chloride gas was blown in under ice-cooling for 15 minutes and the mixture was stirred at room temperature for 16 hours. Low boiling matters were distilled away from the reaction mixture under reduced pressure and the residue was dissolved in ethanol (25 ml). Benzylamine (1.58 g, 14.7 mmol) was added under ice-cooling and the mixture was stirred for one hour and at room temperature for 2 hours. Lo...